Dataset: the Open Reaction Database (ORD), a public repository of structured organic reaction records. Task: describe an organic reaction: reactants, conditions, products, and yield The reactants are COc1ccc(CN(C(=O)C(F)(F)F)c2cc(F)cc(Cn3c(C(=O)c4cc(C)cc(C#N)c4)c(C(C)C)c(=O)[nH]c3=O)c2)cc1, CC#N, CCOC(C)=O, [NH4+], O=[N+]([O-])[O-], O. The product is Cc1cc(C#N)cc(C(=O)c2c(C(C)C)c(=O)[nH]c(=O)n2Cc2cc(F)cc(NC(=O)C(F)(F)F)c2)c1. RXN SMILES: [C:1](#[N:2])[c:3]1[cH:4][c:5]([C:6](=[O:7])[c:8]2[c:9]([CH:40]([CH3:41])[CH3:42])[c:10](=[O:39])[nH:11][c:12](=[O:38])[n:13]2[CH2:14][c:15]2[cH:16][c:17]([N:22]([C:23]([C:24]([F:25])([F:26])[F:27])=[O:28])[CH2:29][c:30]3[cH:31][cH:32][c:33]([O:34][CH3:35])[cH:36][cH:37]3)[cH:18][c:19]([F:21])[cH:20]2)[cH:43][c:44]([CH3:46])[cH:45]1.[CH3:53][C:54]#[N:55].[CH3:56][CH2:57][O:58][C:59](=[O:60])[CH3:61].[NH4+:47].[O-:48][N+:49](=[O:50])[O-:51].[OH2:52]>>[C:1](#[N:2])[c:3]1[cH:4][c:5]([C:6](=[O:7])[c:8]2[c:9]([CH:40]([CH3:41])[CH3:42])[c:10](=[O:39])[nH:11][c:12](=[O:38])[n:13]2[CH2:14][c:15]2[cH:16][c:17]([NH:22][C:23]([C:24]([F:25])([F:26])[F:27])=[O:28])[cH:18][c:19]([F:21])[cH:20]2)[cH:43][c:44]([CH3:46])[cH:45]1. The reactants are CNOC, CCOC(C)=O, CCN(C(C)C)C(C)C, Cl, O=C(O)Cc1cccc(C(F)(F)F)c1, CN(C)C=O, On1nnc2ccccc21. Yields the product CON(C)C(=O)Cc1cccc(C(F)(F)F)c1. Reaction SMILES: [CH3:35][NH:36][O:37][CH3:38].[CH3:44][CH2:45][O:46][C:47](=[O:48])[CH3:49].[CH:25]([N:26]([CH2:27][CH3:28])[CH:29]([CH3:30])[CH3:31])([CH3:32])[CH3:33].[ClH:34].[F:1][C:2]([c:3]1[cH:4][c:5]([CH2:9][C:10](=[O:11])[OH:12])[cH:6][cH:7][cH:8]1)([F:13])[F:14].[O:39]=[CH:40][N:41]([CH3:42])[CH3:43].[OH:15][n:16]1[c:17]2[c:18]([cH:19][cH:20][cH:21][cH:22]2)[n:23][n:24]1>>[F:1][C:2]([c:3]1[cH:4][c:5]([CH2:9][C:10](=[O:11])[N:36]([CH3:35])[O:37][CH3:38])[cH:6][cH:7][cH:8]1)([F:13])[F:14]. Starting materials: O (Water), C1(=CC=CC=C1)P(=O)(C1=CC=CC=C1)N=[N+]=[N-] (Diphenylphosphoryl azide), ClC=1C=CC(=NC1)C(C)O (1-(5-chloropyridin-2-yl)ethanol), N12CCCCCC2=NCCC1 (1,8-diazabicyclo[5,4,0]undec-7-ene). The solvent is C(C)OCC (diethyl ether), C1(=CC=CC=C1)C (toluene). Reaction conditions: time 3 hour. Product: N(=[N+]=[N-])C(C)C1=NC=C(C=C1)Cl (2-(1-azidoethyl)-5-chloropyridine). RXN SMILES: C1(P([N:15]=[N+:16]=[N-:17])(C2C=CC=CC=2)=O)C=CC=CC=1.[Cl:18][C:19]1[CH:20]=[CH:21][C:22]([CH:25](O)[CH3:26])=[N:23][CH:24]=1.N12CCCN=C1CCCCC2.O>C1(C)C=CC=CC=1.C(OCC)C>[N:15]([CH:25]([C:22]1[CH:21]=[CH:20][C:19]([Cl:18])=[CH:24][N:23]=1)[CH3:26])=[N+:16]=[N-:17]. Procedure: Diphenylphosphoryl azide (1.0 mL) was added to a solution of 1-(5-chloropyridin-2-yl)ethanol (503 mg) in toluene (8 mL) in a nitrogen atmosphere. The reaction solution was ice-cooled, and 1,8-diazabicyclo[5,4,0]undec-7-ene (0.69 mL) was added dropwise to the solution. The reaction solution was stirred for three hours. Then, the solution was returned to room temperature and stirred overnight. Water and diethyl ether were added to the reaction solution, and the organic layer was separated. The org... Starting materials: C(CCCCCC)C1=C(C(=O)O)C=CC=C1 (heptylbenzoic acid), O=S(Cl)Cl (SOCl2). The product is C(CCCCCC)C1=C(C(=O)Cl)C=CC=C1 (Heptylbenzoyl chloride). Isolated yield 80.0%. As a reaction SMILES: [CH2:1]([C:8]1[CH:16]=[CH:15][CH:14]=[CH:13][C:9]=1[C:10](O)=[O:11])[CH2:2][CH2:3][CH2:4][CH2:5][CH2:6][CH3:7].O=S(Cl)[Cl:19]>>[CH2:1]([C:8]1[CH:16]=[CH:15][CH:14]=[CH:13][C:9]=1[C:10]([Cl:19])=[O:11])[CH2:2][CH2:3][CH2:4][CH2:5][CH2:6][CH3:7]. Reported procedure: Heptylbenzoyl chloride (530 mg., 0.0022 M), obtained by reaction of heptylbenzoic acid with SOCl2, and 380 mg. of ##STR15## (0.002 M) in 5 ml. of pyridine are allowed to react at ambient temperature for 48 hours. Then the reaction mixture is poured into a solution of 5 ml. of concentrated H2SO4 and 50 g. of ice. The organic fraction is extracted with ether (3 times, 100 ml. total). The organic fraction is washed with water (3 times) and dried over anhydrous Na2SO4. The solvent is evaporated and ... The reactants are CCO, O=[N+]([O-])c1c(Cl)nc(Cl)nc1Cl, O. Product: Nc1c(Cl)nc(Cl)nc1Cl. Reaction SMILES: [CH3:14][CH2:15][OH:16].[Cl:1][c:2]1[n:3][c:4]([Cl:12])[c:5]([N+:9]([O-:10])=[O:11])[c:6]([Cl:8])[n:7]1.[OH2:13]>>[Cl:1][c:2]1[n:3][c:4]([Cl:12])[c:5]([NH2:9])[c:6]([Cl:8])[n:7]1. Reactants: CCOC(=O)c1cc(C)nc(Cl)c1, COCCOC, CC=CB(O)O, [K+], [K+], O=C([O-])[O-], c1ccc(P(c2ccccc2)c2ccccc2)cc1, c1ccc(P(c2ccccc2)(c2ccccc2)[Pd](P(c2ccccc2)(c2ccccc2)c2ccccc2)(P(c2ccccc2)(c2ccccc2)c2ccccc2)P(c2ccccc2)(c2ccccc2)c2ccccc2)cc1. Product: CC=Cc1cc(C(=O)OCC)cc(C)n1. RXN SMILES: [CH2:1]([CH3:2])[O:3][C:4]([c:5]1[cH:6][c:7]([Cl:12])[n:8][c:9]([CH3:11])[cH:10]1)=[O:13].[CH3:45][O:46][CH2:47][CH2:48][O:49][CH3:50].[CH:14](=[CH:15][CH3:16])[B:17]([OH:18])[OH:19].[K+:20].[K+:21].[O-:22][C:23]([O-:24])=[O:25].[c:26]1([P:27]([c:28]2[cH:29][cH:30][cH:31][cH:32][cH:33]2)[c:34]2[cH:35][cH:36][cH:37][cH:38][cH:39]2)[cH:40][cH:41][cH:42][cH:43][cH:44]1.[cH:51]1[cH:52][cH:53][c:54]([P:55]([Pd:56]([P:57]([c:58]2[cH:59][cH:60][cH:61][cH:62][cH:63]2)([c:64]2[cH:65][cH:66][cH:67][cH:68][cH:69]2)[c:70]2[cH:71][cH:72][cH:73][cH:74][cH:75]2)([P:76]([c:77]2[cH:78][cH:79][cH:80][cH:81][cH:82]2)([c:83]2[cH:84][cH:85][cH:86][cH:87][cH:88]2)[c:89]2[cH:90][cH:91][cH:92][cH:93][cH:94]2)[P:95]([c:96]2[cH:97][cH:98][cH:99][cH:100][cH:101]2)([c:102]2[cH:103][cH:104][cH:105][cH:106][cH:107]2)[c:108]2[cH:109][cH:110][cH:111][cH:112][cH:113]2)([c:114]2[cH:115][cH:116][cH:117][cH:118][cH:119]2)[c:120]2[cH:121][cH:122][cH:123][cH:124][cH:125]2)[cH:126][cH:127]1>>[CH2:1]([CH3:2])[O:3][C:4]([c:5]1[cH:6][c:7]([CH:14]=[CH:15][CH3:16])[n:8][c:9]([CH3:11])[cH:10]1)=[O:13]. Reactants: C(C)(C)(C)C=1N=C(SC1)C=1OC2=C(C1)C=C(C=C2)CN2C=C(C1=CC(=CC=C21)O)C#N (4-tert-butyl-2-{5-[(3-cyano-5-hydroxyindol-1-yl)methyl]benzofuran-2-yl}thiazole), CI (methyl iodide), C([O-])([O-])=O.[Na+].[Na+] (sodium carbonate). Solvent: CN(C=O)C (N,N-dimethylformamide), [Cl-].[Na+].O (brine). Run at time 3 day. Product: C(C)(C)(C)C=1N=C(SC1)C=1OC2=C(C1)C=C(C=C2)CN2C=C(C1=CC(=CC=C21)OC)C#N (4-tert-butyl-2-{5-[(3-cyano-5-methoxyindol-1-yl)methyl]benzofuran-2-yl}thiazole). As a reaction SMILES: [C:1]([C:5]1[N:6]=[C:7]([C:10]2[O:11][C:12]3[CH:18]=[CH:17][C:16]([CH2:19][N:20]4[C:28]5[C:23](=[CH:24][C:25]([OH:29])=[CH:26][CH:27]=5)[C:22]([C:30]#[N:31])=[CH:21]4)=[CH:15][C:13]=3[CH:14]=2)[S:8][CH:9]=1)([CH3:4])([CH3:3])[CH3:2].CI.[C:34](=O)([O-])[O-].[Na+].[Na+]>CN(C)C=O.[Cl-].[Na+].O>[C:1]([C:5]1[N:6]=[C:7]([C:10]2[O:11][C:12]3[CH:18]=[CH:17][C:16]([CH2:19][N:20]4[C:28]5[C:23](=[CH:24][C:25]([O:29][CH3:34])=[CH:26][CH:27]=5)[C:22]([C:30]#[N:31])=[CH:21]4)=[CH:15][C:13]=3[CH:14]=2)[S:8][CH:9]=1)([CH3:4])([CH3:2])[CH3:3] |f:2.3.4,6.7.8|. Procedure details: A mixture of 4-tert-butyl-2-{5-[(3-cyano-5-hydroxyindol-1-yl)methyl]benzofuran-2-yl}thiazole (158 mg), methyl iodide (0.1 ml) and sodium carbonate (0.1 g) in N,N-dimethylformamide (1.5 ml) was stirred for 3 days at room temperature. The resulting mixture was diluted with brine and extracted with ethyl acetate. The organic layer was washed with brine, dried over magnesium sulfate and concentrated under reduced pressure to give 4-tert-butyl-2-{5-[(3-cyano-5-methoxyindol-1-yl)methyl]benzofuran-2-yl... Starting materials: BrCCCCCCO (6-bromo-1-hexanol), C1(=CC=CC=C1)CCCC(=O)O (4-phenylbutyric acid). The product is BrCCCCCCOC(CCCC1=CC=CC=C1)=O ((6-Bromo-1-hexyl)4-phenylbutanoate). Yield: 72.0%. RXN SMILES: [Br:1][CH2:2][CH2:3][CH2:4][CH2:5][CH2:6][CH2:7][OH:8].[C:9]1([CH2:15][CH2:16][CH2:17][C:18](O)=[O:19])[CH:14]=[CH:13][CH:12]=[CH:11][CH:10]=1>>[Br:1][CH2:2][CH2:3][CH2:4][CH2:5][CH2:6][CH2:7][O:8][C:18](=[O:19])[CH2:17][CH2:16][CH2:15][C:9]1[CH:14]=[CH:13][CH:12]=[CH:11][CH:10]=1. Procedure: From 6-bromo-1-hexanol and 4-phenylbutyric acid. Working up by means of distillation. Yield: 72%. Boiling point: 158° C. (0.01 mbar) The reactants are S1C=C(C=C1)C=O (3-thiophenecarboxaldehyde), CC(=O)C (acetone), C([O-])([O-])=O.[K+].[K+] (potassium carbonate). Run at time 8 hour. Product: S1C=C(C=C1)/C=C/C(C)=O ((E)-4-(3-thienyl)-3-buten-2-one). As a reaction SMILES: [S:1]1[CH:5]=[CH:4][C:3]([CH:6]=O)=[CH:2]1.C(=O)([O-])[O-].[K+].[K+].[CH3:14][C:15]([CH3:17])=[O:16]>>[S:1]1[CH:5]=[CH:4][C:3](/[CH:6]=[CH:14]/[C:15](=[O:16])[CH3:17])=[CH:2]1 |f:1.2.3|. Procedure details: 1.6 g of 3-thiophenecarboxaldehyde was dissolved in 30 ml of acetone, and 20 g of potassium carbonate was added. The mixture was stirred overnight at room temperature. The solvent was evaporated, and the residue was worked up in a customary manner. The resulting alcohol compound was dissolved in 10 ml of methylene chloride, and 1.1 ml of methanesulfonyl chloride and 2.3 ml of triethylamine were added. The mixture was stirred overnight at room temperature, and then the solvent was evaporated. The...